The task is: describe an organic reaction: reactants, conditions, products, and yield. This data is from the Open Reaction Database (ORD), a public repository of structured organic reaction records. Reactants: FC(C(=O)O)(F)F (trifluoroacetic acid), ClCC1=C(N2C([C@H]([C@H]2SC1)NC(CC1=C(C=CC(=C1)Cl)Cl)=S)=O)C(=O)[O-] ((6R)-trans-3-chloromethyl-7-[(2,5-dichlorophenyl)thioacetamido]-8-oxo-5-thia-1-azabicyclo[4.2.0]oct-2-ene-2-carboxylate), diphenylmethyl ester, C1(=CC=CC=C1)OC (anisole). Run in C(Cl)Cl (CH2Cl2). Run at temperature 0 celsius, time 1 hour. Product: ClCC1=C(N2C([C@H]([C@H]2SC1)NC(CC1=C(C=CC(=C1)Cl)Cl)=S)=O)C(=O)O ((6R)-trans-3-chloromethyl-7-[(2,5-dichlorophenyl)-thioacetamido]-8-oxo-5-thia-1-azabicyclo[4.2.0]oct-2-ene-2-carboxylic acid). Isolated yield 70.0%. Reaction SMILES: [Cl:1][CH2:2][C:3]1[CH2:10][S:9][C@H:8]2[N:5]([C:6](=[O:23])[C@H:7]2[NH:11][C:12](=[S:22])[CH2:13][C:14]2[CH:19]=[C:18]([Cl:20])[CH:17]=[CH:16][C:15]=2[Cl:21])[C:4]=1[C:24]([O-:26])=[O:25].C1(OC)C=CC=CC=1.FC(F)(F)C(O)=O>C(Cl)Cl>[Cl:1][CH2:2][C:3]1[CH2:10][S:9][C@H:8]2[N:5]([C:6](=[O:23])[C@H:7]2[NH:11][C:12](=[S:22])[CH2:13][C:14]2[CH:19]=[C:18]([Cl:20])[CH:17]=[CH:16][C:15]=2[Cl:21])[C:4]=1[C:24]([OH:26])=[O:25]. Procedure details: A slurry of (6R)-trans-3-chloromethyl-7-[(2,5-dichlorophenyl)thioacetamido]-8-oxo-5-thia-1-azabicyclo[4.2.0]oct-2-ene-2-carboxylate, diphenylmethyl ester (10.0 g, 15.8 mmol) in CH2Cl2 (200 mL) at 0° C. was treated with anisole (24 mL) and then trifluoroacetic acid (80 mL). The resulting solution was stirred for 1 h at 0° C. and then concentrated under reduced pressure. The residue was stirred with Et2O, and the resulting solid was collected by filtration to give 5.20 g of (6R)-trans-3-chlorometh... The reactants are CC(=O)Nc1ccc(N)c2c1C(=O)CCS2, Cl[Cu], Cl, O=N[O-], [Na+], O. Product: CC(=O)Nc1ccc(Cl)c2c1C(=O)CCS2. Reaction SMILES: [C:1]([CH3:2])(=[O:3])[NH:4][c:5]1[c:6]2[c:11]([c:12]([NH2:15])[cH:13][cH:14]1)[S:10][CH2:9][CH2:8][C:7]2=[O:16].[Cl:23][Cu:24].[ClH:21].[N:17]([O-:18])=[O:19].[Na+:20].[OH2:22]>>[C:1]([CH3:2])(=[O:3])[NH:4][c:5]1[c:6]2[c:11]([c:12]([Cl:21])[cH:13][cH:14]1)[S:10][CH2:9][CH2:8][C:7]2=[O:16]. Reactants: C=CC1=CC=CC=C1 (Styrene), C[SiH](Cl)C (dimethylchlorosilane), Teflon, C=CC1=CC=CC=C1 (styrene), divinylsiloxane, C=CC1=CC=CC=C1 (styrene), C[SiH](Cl)C (dimethylchlorosilane), trimethylsilyl-N,N-dimethyl carbamate, trimethylsilyl-N,N-dimethyl carbamate. Procedure details: Reaction between styrene and dimethylchlorosilane with platinum catalyst in the presence of trimethylsilyl-N,N-dimethyl carbamate. 526 mg Styrene and 480 mg dimethylchlorosilane were introduced into a glass tube, and 41 mg of trimethylsilyl-N,N-dimethyl carbamate were added using a microsyringe. 0.65 mg Of a toluene solution of a 0-valent platinum complex of divinylsiloxane (0.4 wt % platinum content) was added. The tube was sealed with Teflon tape and a rubber septum and placed in a 100° C. oil... Isolated yield 8.4%. Solvent: C1(=CC=CC=C1)C (toluene). Yields the product C(CC1=CC=CC=C1)[Si](Cl)(C)C (phenethyl dimethylchlorosilane). Reaction SMILES: [CH2:1]=[CH:2][C:3]1[CH:8]=[CH:7][CH:6]=[CH:5][CH:4]=1.[CH3:9][SiH:10]([CH3:12])[Cl:11]>[Pt].C1(C)C=CC=CC=1>[CH2:1]([Si:10]([CH3:12])([CH3:9])[Cl:11])[CH2:2][C:3]1[CH:8]=[CH:7][CH:6]=[CH:5][CH:4]=1. Reagents/catalysts: [Pt] (platinum). The reactants are BrC=1C(=CC2=C(C(=C(O2)C=2CCSCC2)C(=O)NC)C1)N(S(=O)(=O)C)C (5-bromo-2-(3,6-dihydro-2H-thiopyran-4-yl)-N-methyl-6-(N-methylmethylsulfonamido)benzofuran-3-carboxamide), FC=1C=2C=C3N(C2C=CC1)COC1=C3N=C(C=C1)[Sn](C)(C)C (11-fluoro-2-(trimethylstannyl)-6H-pyrido[2′,3′:5,6][1,3]oxazino[3,4-a]indole). Reagents/catalysts: C=1C=CC(=CC1)[P](C=2C=CC=CC2)(C=3C=CC=CC3)[Pd]([P](C=4C=CC=CC4)(C=5C=CC=CC5)C=6C=CC=CC6)([P](C=7C=CC=CC7)(C=8C=CC=CC8)C=9C=CC=CC9)[P](C=1C=CC=CC1)(C=1C=CC=CC1)C=1C=CC=CC1 (Pd(PPh3)4). Solvent: O1CCOCC1 (1,4-dioxane). Reaction conditions: temperature 100 celsius. Product: S1CCC(=CC1)C=1OC2=C(C1C(=O)NC)C=C(C(=C2)N(S(=O)(=O)C)C)C=2C=CC1=C(C=3N(C=4C=CC=C(C4C3)F)CO1)N2 (2-(3,6-dihydro-2H-thiopyran-4-yl)-5-(11-fluoro-6H-pyrido[2′,3′:5,6][1,3]oxazino[3,4-a]indol-2-yl)-N-methyl-6-(N-methylmethylsulfonamido)benzofuran-3-carboxamide). Isolated yield 12.1%. RXN SMILES: Br[C:2]1[C:3]([N:21]([CH3:26])[S:22]([CH3:25])(=[O:24])=[O:23])=[CH:4][C:5]2[O:9][C:8]([C:10]3[CH2:11][CH2:12][S:13][CH2:14][CH:15]=3)=[C:7]([C:16]([NH:18][CH3:19])=[O:17])[C:6]=2[CH:20]=1.[F:27][C:28]1[C:29]2[CH:30]=[C:31]3[C:40]4[N:41]=[C:42]([Sn](C)(C)C)[CH:43]=[CH:44][C:39]=4[O:38][CH2:37][N:32]3[C:33]=2[CH:34]=[CH:35][CH:36]=1>O1CCOCC1.C1C=CC([P]([Pd]([P](C2C=CC=CC=2)(C2C=CC=CC=2)C2C=CC=CC=2)([P](C2C=CC=CC=2)(C2C=CC=CC=2)C2C=CC=CC=2)[P](C2C=CC=CC=2)(C2C=CC=CC=2)C2C=CC=CC=2)(C2C=CC=CC=2)C2C=CC=CC=2)=CC=1>[S:13]1[CH2:14][CH:15]=[C:10]([C:8]2[O:9][C:5]3[CH:4]=[C:3]([N:21]([CH3:26])[S:22]([CH3:25])(=[O:24])=[O:23])[C:2]([C:42]4[CH:43]=[CH:44][C:39]5[O:38][CH2:37][N:32]6[C:33]7[CH:34]=[CH:35][CH:36]=[C:28]([F:27])[C:29]=7[CH:30]=[C:31]6[C:40]=5[N:41]=4)=[CH:20][C:6]=3[C:7]=2[C:16]([NH:18][CH3:19])=[O:17])[CH2:11][CH2:12]1 |^1:58,60,79,98|. Reported procedure: To a solution of 5-bromo-2-(3,6-dihydro-2H-thiopyran-4-yl)-N-methyl-6-(N-methylmethylsulfonamido)benzofuran-3-carboxamide (100 mg, 0.2 mmol), 11-fluoro-2-(trimethylstannyl)-6H-pyrido[2′,3′:5,6][1,3]oxazino[3,4-a]indole (105 mg, 0.26 mmol) in 1,4-dioxane (5 mL) was added Pd(PPh3)4(10 mg) under nitrogen. The reaction mixture was heated at 100° C. overnight, concentrated in vacuo to remove 1,4-dioxane and purified by prep-TLC (PE:EA=1:1) to give 2-(3,6-dihydro-2H-thiopyran-4-yl)-5-(11-fluoro-6H-pyr... Reactants: IC1=NN(C=2C=CC=C(C12)C#N)C1OCCCC1 (3-iodo-1-(tetrahydro-2H-pyran-2-yl)-1H-indazole-4-carbonitrile), [O-]P(=O)([O-])[O-].[K+].[K+].[K+] (K3PO4), CB1OB(OB(O1)C)C (2,4,6-trimethyl-1,3,5,2,4,6-trioxatriborinane). The reagents and catalysts are C1=CC=C(C=C1)P([C-]2C=CC=C2)C3=CC=CC=C3.C1=CC=C(C=C1)P([C-]2C=CC=C2)C3=CC=CC=C3.Cl[Pd]Cl.[Fe+2] (Pd(dppf)Cl2). Solvent: CN(C)C=O (DMF). Conditions: temperature 120 celsius. The product is CC1=NN(C=2C=CC=C(C12)C#N)C1OCCCC1 (3-methyl-1-(tetrahydro-2H-pyran-2-yl)-1H-indazole-4-carbonitrile). Yield: 35.0%. As a reaction SMILES: I[C:2]1[C:10]2[C:9]([C:11]#[N:12])=[CH:8][CH:7]=[CH:6][C:5]=2[N:4]([CH:13]2[CH2:18][CH2:17][CH2:16][CH2:15][O:14]2)[N:3]=1.[O-]P([O-])([O-])=O.[K+].[K+].[K+].[CH3:27]B1OB(C)OB(C)O1>CN(C=O)C.C1C=CC(P(C2C=CC=CC=2)[C-]2C=CC=C2)=CC=1.C1C=CC(P(C2C=CC=CC=2)[C-]2C=CC=C2)=CC=1.Cl[Pd]Cl.[Fe+2]>[CH3:27][C:2]1[C:10]2[C:9]([C:11]#[N:12])=[CH:8][CH:7]=[CH:6][C:5]=2[N:4]([CH:13]2[CH2:18][CH2:17][CH2:16][CH2:15][O:14]2)[N:3]=1 |f:1.2.3.4,7.8.9.10|. Procedure details: A mixture of 3-iodo-1-(tetrahydro-2H-pyran-2-yl)-1H-indazole-4-carbonitrile (50 mg, 0.142 mmol), K3PO4 (61.34 mg, 0.284 mmol), Pd(dppf)Cl2 (10.3 mg, 0.0142 mmol), 2,4,6-trimethyl-1,3,5,2,4,6-trioxatriborinane (18 mg, 0.142 mmol) in DMF (0.5 mL) under nitrogen in a sealed vial was heated at 120° C. in a microwave oven for 100 minutes. The reaction mixture was filtered and the filtrate diluted with H2O and extracted with EtOAc. The combined extracts extracts were dried (MgSO4), filtered, and conce... Starting materials: CCOC(=O)CBr, CC(C)=O, O=Cc1ccc(O)cc1. The product is CCOC(=O)COc1ccc(C=O)cc1. As a reaction SMILES: [Br:10][CH2:11][C:12](=[O:13])[O:14][CH2:15][CH3:16].[CH3:17][C:18](=[O:19])[CH3:20].[OH:1][c:2]1[cH:3][cH:4][c:5]([CH:6]=[O:7])[cH:8][cH:9]1>>[O:1]([c:2]1[cH:3][cH:4][c:5]([CH:6]=[O:7])[cH:8][cH:9]1)[CH2:11][C:12](=[O:13])[O:14][CH2:15][CH3:16]. The reactants are CC(C)=O, O=[N+]([O-])c1ccccc1S(=O)(=O)Cl, O=C(O)C1CN1. Product: O=C(O)C1CN1S(=O)(=O)c1ccccc1[N+](=O)[O-]. As a reaction SMILES: [CH3:20][C:21](=[O:22])[CH3:23].[N+:7](=[O:8])([O-:9])[c:10]1[c:11]([S:16](=[O:17])(=[O:18])[Cl:19])[cH:12][cH:13][cH:14][cH:15]1.[NH:1]1[CH:2]([C:4](=[O:5])[OH:6])[CH2:3]1>>[N:1]1([S:16]([c:11]2[c:10]([N+:7](=[O:8])[O-:9])[cH:15][cH:14][cH:13][cH:12]2)(=[O:17])=[O:18])[CH:2]([C:4](=[O:5])[OH:6])[CH2:3]1. Conditions: temperature 92.5 celsius. Solvent: C1(=CC=CC=C1)C (toluene). The yield is 56.3%. Procedure details: To a solution of 3-oxa-8-azabicyclo[13.2.1]octan-8-yl(5-bromo-4-(4-chlorophenyl) thiazol-2-yl)methanone (Step 3 of compound 68, 0.12 g, 0.29 mmol) in a mixture of toluene:ethanol (2 ml: 6 ml) were added 4-aminosulfonylbenzene boronic acid (0.07 g, 0.35 mmol) and potassium carbonate (0.12 g, 0.87 mmol) at 25° C. in a tube, the nitrogen gas was bubbled through reaction mixture for 15 minutes. To the reaction mixture was added tetrakis(triphenylphosphine)palladium(0) (0.017 g, 0.015 mmol) under nit... The product is C12COCC(CC1)N2C(=O)C=2SC(=C(N2)C2=CC=C(C=C2)Cl)C2=CC=C(C=C2)S(=O)(=O)N (4-(2-(3-oxa-8-azabicyclo[3.2.1]octane-8-carbonyl)-4-(4-chlorophenyl)thiazol-5-yl)benzenesulfonamide). RXN SMILES: [CH:1]12[N:8]([C:9]([C:11]3[S:12][C:13](Br)=[C:14]([C:16]4[CH:21]=[CH:20][C:19]([Cl:22])=[CH:18][CH:17]=4)[N:15]=3)=[O:10])[CH:5]([CH2:6][CH2:7]1)[CH2:4][O:3][CH2:2]2.C(O)C.[NH2:27][S:28]([C:31]1[CH:36]=[CH:35][C:34](B(O)O)=[CH:33][CH:32]=1)(=[O:30])=[O:29].C(=O)([O-])[O-].[K+].[K+]>C1(C)C=CC=CC=1.C1C=CC([P]([Pd]([P](C2C=CC=CC=2)(C2C=CC=CC=2)C2C=CC=CC=2)([P](C2C=CC=CC=2)(C2C=CC=CC=2)C2C=CC=CC=2)[P](C2C=CC=CC=2)(C2C=CC=CC=2)C2C=CC=CC=2)(C2C=CC=CC=2)C2C=CC=CC=2)=CC=1>[CH:1]12[N:8]([C:9]([C:11]3[S:12][C:13]([C:34]4[CH:35]=[CH:36][C:31]([S:28]([NH2:27])(=[O:30])=[O:29])=[CH:32][CH:33]=4)=[C:14]([C:16]4[CH:21]=[CH:20][C:19]([Cl:22])=[CH:18][CH:17]=4)[N:15]=3)=[O:10])[CH:5]([CH2:6][CH2:7]1)[CH2:4][O:3][CH2:2]2 |f:3.4.5,^1:56,58,77,96|. The reactants are C12COCC(CC1)N2C(=O)C=2SC(=C(N2)C2=CC=C(C=C2)Cl)Br (3-oxa-8-azabicyclo[3.2.1]octan-8-yl(5-bromo-4-(4-chlorophenyl)thiazol-2-yl)methanone), C12COCC(CC1)N2C(=O)C=2SC(=C(N2)C2=CC=C(C=C2)Cl)Br (3-oxa-8-azabicyclo[3.2.1]octan-8-yl(5-bromo-4-(4-chlorophenyl)thiazol-2-yl)methanone), C(C)O (ethanol), NS(=O)(=O)C1=CC=C(C=C1)B(O)O (4-aminosulfonylbenzene boronic acid), C([O-])([O-])=O.[K+].[K+] (potassium carbonate). Reagents/catalysts: C=1C=CC(=CC1)[P](C=2C=CC=CC2)(C=3C=CC=CC3)[Pd]([P](C=4C=CC=CC4)(C=5C=CC=CC5)C=6C=CC=CC6)([P](C=7C=CC=CC7)(C=8C=CC=CC8)C=9C=CC=CC9)[P](C=1C=CC=CC1)(C=1C=CC=CC1)C=1C=CC=CC1 (tetrakis(triphenylphosphine)palladium(0)). Reactants: C(#N)C1(CC1)NC(=O)[C@H]1[C@@H](C[C@@H](C1)S(=O)(=O)C1=C(C=C(C=C1)F)Cl)C(=O)N1CC(CC1)(F)F ((1R,2R,4R)-4-(2-Chloro-4-fluoro-benzenesulfonyl)-2-(3,3-difluoro-pyrrolidine-1-carbonyl)-cyclopentanecarboxylic acid (1-cyano-cyclopropyl)-amide), C(C)(C)(C)N1CCNCC1 (N-tert-butylpiperazine), yellow solid. The product is C(#N)C1(CC1)NC(=O)[C@H]1[C@@H](C[C@@H](C1)S(=O)(=O)C1=C(C=C(C=C1)N1CCN(CC1)C(C)(C)C)Cl)C(=O)N1CC(CC1)(F)F ((1R,2R,4R)-4-[4-(4-tert-Butyl-piperazin-1-yl)-2-chloro-benzenesulfonyl]-2-(3,3-difluoro-pyrrolidine-1-carbonyl)-cyclopentanecarboxylic acid (1-cyano-cyclopropyl)-amide). RXN SMILES: [C:1]([C:3]1([NH:6][C:7]([C@@H:9]2[CH2:13][C@@H:12]([S:14]([C:17]3[CH:22]=[CH:21][C:20](F)=[CH:19][C:18]=3[Cl:24])(=[O:16])=[O:15])[CH2:11][C@H:10]2[C:25]([N:27]2[CH2:31][CH2:30][C:29]([F:33])([F:32])[CH2:28]2)=[O:26])=[O:8])[CH2:5][CH2:4]1)#[N:2].[C:34]([N:38]1[CH2:43][CH2:42][NH:41][CH2:40][CH2:39]1)([CH3:37])([CH3:36])[CH3:35]>>[C:1]([C:3]1([NH:6][C:7]([C@@H:9]2[CH2:13][C@@H:12]([S:14]([C:17]3[CH:22]=[CH:21][C:20]([N:41]4[CH2:42][CH2:43][N:38]([C:34]([CH3:37])([CH3:36])[CH3:35])[CH2:39][CH2:40]4)=[CH:19][C:18]=3[Cl:24])(=[O:15])=[O:16])[CH2:11][C@H:10]2[C:25]([N:27]2[CH2:31][CH2:30][C:29]([F:33])([F:32])[CH2:28]2)=[O:26])=[O:8])[CH2:5][CH2:4]1)#[N:2]. Procedure details: The title compound was prepared in analogy to example 127 using (1R,2R,4R)-4-(2-chloro-4-fluoro-benzenesulfonyl)-2-(3,3-difluoro-pyrrolidine-1-carbonyl)-cyclopentanecarboxylic acid (1-cyano-cyclopropyl)-amide (example 186 step 7) and N-tert-butylpiperazine. Light yellow solid (63%). MS (EI): 624.2 (M−H)−.